Dataset: the Open Reaction Database (ORD), a public repository of structured organic reaction records. Task: describe an organic reaction: reactants, conditions, products, and yield Starting materials: [N+](=O)([O-])C=1C(=C(C=C(C=O)C1)OC)O (5-nitrovanillin), C([O-])([O-])=O.[K+].[K+] (potassium carbonate), C(CC)I (propyl iodide). The solvent is CN(C=O)C (N,N-dimethylformamide). Reaction conditions: temperature 60 celsius, time 12 hour. Product: COC=1C=C(C=O)C=C(C1OCCC)[N+](=O)[O-] (3-methoxy-4-propoxy-5-nitrobenzaldehyde). The yield is 56.6%. Reaction SMILES: [N+:1]([C:4]1[C:5]([OH:14])=[C:6]([O:12][CH3:13])[CH:7]=[C:8]([CH:11]=1)[CH:9]=[O:10])([O-:3])=[O:2].C(=O)([O-])[O-].[K+].[K+].[CH2:21](I)[CH2:22][CH3:23]>CN(C)C=O>[CH3:13][O:12][C:6]1[CH:7]=[C:8]([CH:11]=[C:4]([N+:1]([O-:3])=[O:2])[C:5]=1[O:14][CH2:21][CH2:22][CH3:23])[CH:9]=[O:10] |f:1.2.3|. Reported procedure: A mixture of 5-nitrovanillin (19.72 g, 100 mmol), potassium carbonate (35 g, 253.23 mmol) and propyl iodide (32.86 mL, 335.83 mmol) in 160 mL of N,N-dimethylformamide was stirred at 60° C. for 12 hours. The mixture was then cooled, quenched with water and extracted with methylene chloride. The organic layer was washed several times with water, dried over magnesium sulfate, filtered and evaporated in vacuo to an oil which was purified by flash chromatography on silica gel (230-400 mesh) using 2:1... Reactants: C(O)([O-])=O.[Na+] (sodium hydrogencarbonate), S(=O)([O-])S(=O)[O-] (hydrosulfite), FC(CCC(=O)CC(=O)OCC)(F)F (ethyl 4,4,4-trifluorobutyrylacetate), [Cl-].[Na+] (sodium chloride), [OH-].[Na+] (sodium hydroxide), S(O)(O)(=O)=O (sulfuric acid), CC(=O)C=O (methyl glyoxal). Run in C1(=CC=CC=C1)C (toluene). Run at temperature 37 celsius, time 12 hour. The product is CC=1C(CC(C1CC(F)(F)F)=O)O ((RS)-2-methyl-3-(2,2,2-trifluoroethyl)-4-oxocyclopent-2-en-1-ol). The yield is 49.8%. As a reaction SMILES: [F:1][C:2]([F:14])([F:13])[CH2:3][CH2:4][C:5]([CH2:7][C:8]([O:10]CC)=O)=[O:6].[OH-].[Na+].S(=O)(=O)(O)O.C(=O)([O-])O.[Na+].S(S([O-])=O)([O-])=O.[CH3:33][C:34](C=O)=O.[Cl-].[Na+]>C1(C)C=CC=CC=1>[CH3:33][C:34]1[CH:8]([OH:10])[CH2:7][C:5](=[O:6])[C:4]=1[CH2:3][C:2]([F:1])([F:13])[F:14] |f:1.2,4.5,8.9|. Procedure details: 98.8 g of the ethyl 4,4,4-trifluorobutyrylacetate thus obtained was added to 250 ml of a 10% sodium hydroxide solution and vigorously stirred for 12 hours. The pH value of the reaction solution was brought 7.5 with a 10% aqueous sulfuric acid solution. Then 250 ml of toluene, 2.86 g of sodium hydrogencarbonate and 6.43 g of hydrosulfite were added to the solution under an atmosphere of nitrogen and warmed to 37° C. 90 g of methyl glyoxal was added over 1 hour and allowed to react for 12 hours. A...